Dataset: the Open Reaction Database (ORD), a public repository of structured organic reaction records. Task: describe an organic reaction: reactants, conditions, products, and yield Starting materials: [NH4+].[Cl-] (NH4Cl), C(=O)(OC(C)(C)C)N1C(O[C@@H]([C@H]1C=O)C)(C)C ((4S,5R)-N-Boc-2,2,5-trimethyl-oxazolidine-4-carbaldehyde), COP(OC)(=O)C(C(C)=O)=[N+]=[N-] (dimethyl(1-diazo-2-oxopropyl)phosphonate), C(=O)([O-])[O-].[K+].[K+] (K2CO3). Run in CCOC(=O)C (EtOAc), CO (MeOH). Conditions: temperature 0 celsius, time 20 hour. The product is C(=O)(OC(C)(C)C)N1C(O[C@@H]([C@H]1C#C)C)(C)C ((4R,5R)-N-Boc-2,2,5-Trimethyl-4-ethynyl-oxazolidine). RXN SMILES: [C:1]([N:8]1[C@H:12]([CH:13]=O)[C@@H:11]([CH3:15])[O:10][C:9]1([CH3:17])[CH3:16])([O:3][C:4]([CH3:7])([CH3:6])[CH3:5])=[O:2].[CH3:18]OP(C(=[N+]=[N-])C(=O)C)(=O)OC.C([O-])([O-])=O.[K+].[K+].[NH4+].[Cl-]>CO.CCOC(C)=O>[C:1]([N:8]1[C@H:12]([C:13]#[CH:18])[C@@H:11]([CH3:15])[O:10][C:9]1([CH3:17])[CH3:16])([O:3][C:4]([CH3:7])([CH3:6])[CH3:5])=[O:2] |f:2.3.4,5.6|. Procedure details: To a solution of (4S,5R)-N-Boc-2,2,5-trimethyl-oxazolidine-4-carbaldehyde (1.52 g, 5.43 mmol) (Example 102A above) and dimethyl(1-diazo-2-oxopropyl)phosphonate (1.57g, 8.15 mmol) in dry MeOH (30 mL) was added K2CO3 at 0° C. The mixture was stirred at 0° C. for 30 min and room temperature for 20 h. After addition of saturated aqueous NH4Cl and EtOAc, the organic layer was separated and aqueous layer was extracted with EtOAc (3×). The ethyl acetate layers were combined and dried with MgSO4. The cr... The reactants are C(#N)C=1C=C(C=O)C=CC1 (3-Cyanobenzaldehyde), [N+](=O)([O-])C (nitromethane), C(C)NCC (diethylamine). The solvent is C1CCOC1 (THF). Product: OC(C[N+](=O)[O-])C=1C=C(C#N)C=CC1 (3-(1-hydroxy-2-nitroethyl)benzonitrile). RXN SMILES: [C:1]([C:3]1[CH:4]=[C:5]([CH:8]=[CH:9][CH:10]=1)[CH:6]=[O:7])#[N:2].[N+:11]([CH3:14])([O-:13])=[O:12].C(NCC)C>C1COCC1>[OH:7][CH:6]([C:5]1[CH:4]=[C:3]([CH:10]=[CH:9][CH:8]=1)[C:1]#[N:2])[CH2:14][N+:11]([O-:13])=[O:12]. Procedure: 3-Cyanobenzaldehyde (3.0 g, 22.9 mmol), nitromethane (4.2 g, 68.7 mmol) and diethylamine (167 mg, 2.29 mmol) were stirred for 48 h in THF at 55° C. in the presence of 4 Å molecular sieves. The resulting reaction mixture was filtered through celite and the resulting solution was concentrated in vacuo, then partitioned between EtOAc (20 mL) and H2O (100 mL). The EtOAc layer was washed with H2O (2×75 mL) and brine (1×50 mL), then dried (MgSO4), filtered, and concentrated in vacuo. The resulting res... The reactants are CC1(OB(OC1(C)C)C=1C2=CC=CC=C2C(=C2C=CC=CC12)B1OC(C(O1)(C)C)(C)C)C (9,10-bis(4,4,5,5-tetramethyl-1,3,2-dioxaborolanyl)anthracene), BrC=1C=CC(=NC1)C=1C=NC=CC1 (5-bromo-2,3′-bipyridine), P(=O)([O-])([O-])[O-].[K+].[K+].[K+] (tripotassium phosphate), O1CCOCC1 (dioxane). The reagents and catalysts are C=1C=CC(=CC1)[P](C=2C=CC=CC2)(C=3C=CC=CC3)[Pd]([P](C=4C=CC=CC4)(C=5C=CC=CC5)C=6C=CC=CC6)([P](C=7C=CC=CC7)(C=8C=CC=CC8)C=9C=CC=CC9)[P](C=1C=CC=CC1)(C=1C=CC=CC1)C=1C=CC=CC1 (Pd(PPh3)4). Solvent: O (water), O (water). Product: N1=C(C=CC(=C1)C=1C2=CC=CC=C2C(=C2C=CC=CC12)C=1C=CC(=NC1)C=1C=NC=CC1)C=1C=NC=CC1 (9,10-bis(2,3′-bipyridine-5-yl)anthracene). As a reaction SMILES: CC1(C)C(C)(C)OB([C:9]2[C:10]3[C:15]([C:16](B4OC(C)(C)C(C)(C)O4)=[C:17]4[C:22]=2[CH:21]=[CH:20][CH:19]=[CH:18]4)=[CH:14][CH:13]=[CH:12][CH:11]=3)O1.Br[C:34]1[CH:35]=[CH:36][C:37]([C:40]2[CH:41]=[N:42][CH:43]=[CH:44][CH:45]=2)=[N:38][CH:39]=1.P([O-])([O-])([O-])=O.[K+].[K+].[K+].O1[CH2:59][CH2:58]OCC1>C1C=CC([P]([Pd]([P](C2C=CC=CC=2)(C2C=CC=CC=2)C2C=CC=CC=2)([P](C2C=CC=CC=2)(C2C=CC=CC=2)C2C=CC=CC=2)[P](C2C=CC=CC=2)(C2C=CC=CC=2)C2C=CC=CC=2)(C2C=CC=CC=2)C2C=CC=CC=2)=CC=1.O>[N:38]1[CH:39]=[C:34]([C:16]2[C:17]3[C:18]([C:9]([C:34]4[CH:35]=[CH:36][C:37]([C:40]5[CH:41]=[N:42][CH:43]=[CH:58][CH:59]=5)=[N:38][CH:39]=4)=[C:10]4[C:15]=2[CH:14]=[CH:13][CH:12]=[CH:11]4)=[CH:19][CH:20]=[CH:21][CH:22]=3)[CH:35]=[CH:36][C:37]=1[C:40]1[CH:41]=[N:42][CH:43]=[CH:44][CH:45]=1 |f:2.3.4.5,^1:63,65,84,103|. Procedure details: Into a flask, 2.53 g of 9,10-bis(4,4,5,5-tetramethyl-1,3,2-dioxaborolanyl)anthracene, 2 g of 5-bromo-2,3′-bipyridine, 960 mg of Pd(PPh3)4, 3.81 g of tripotassium phosphate, 60 ml of dioxane, and 15 ml of pure water were put, and the solution was stirred at reflux temperature for 3 days under argon atmosphere. After heating, the reaction liquid was cooled to room temperature, pure water was added, and then the organic layer was extracted. The organic layer was concentrated in an evaporator, the c... Starting materials: C1CCOC1, COC(=O)C1CC(=O)N(c2c(C)cccc2C)C1, C[Si](C)(C)[N-][Si](C)(C)C, [Cl-], IC1CCCC1, [Li+], [NH4+]. The product is COC(=O)C1(C2CCCC2)CC(=O)N(c2c(C)cccc2C)C1. Reaction SMILES: [CH2:37]1[O:38][CH2:39][CH2:40][CH2:41]1.[CH3:11][O:12][C:13](=[O:14])[CH:15]1[CH2:16][N:17]([c:21]2[c:22]([CH3:28])[cH:23][cH:24][cH:25][c:26]2[CH3:27])[C:18](=[O:20])[CH2:19]1.[CH3:2][Si:3]([N-:4][Si:5]([CH3:6])([CH3:7])[CH3:8])([CH3:9])[CH3:10].[Cl-:35].[I:29][CH:30]1[CH2:31][CH2:32][CH2:33][CH2:34]1.[Li+:1].[NH4+:36]>>[CH3:11][O:12][C:13](=[O:14])[C:15]1([CH:30]2[CH2:31][CH2:32][CH2:33][CH2:34]2)[CH2:16][N:17]([c:21]2[c:22]([CH3:28])[cH:23][cH:24][cH:25][c:26]2[CH3:27])[C:18](=[O:20])[CH2:19]1. Starting materials: c1ccc(CCN2CCNCC2)cc1, CCN(C(C)C)C(C)C, CC(C)O, Nc1ncc(Cl)c(Cl)c1[N+](=O)[O-]. Yields the product Nc1ncc(Cl)c(N2CCN(CCc3ccccc3)CC2)c1[N+](=O)[O-]. Reaction SMILES: [CH2:1]([CH2:2][c:3]1[cH:4][cH:5][cH:6][cH:7][cH:8]1)[N:9]1[CH2:10][CH2:11][NH:12][CH2:13][CH2:14]1.[CH:15]([N:16]([CH2:17][CH3:18])[CH:19]([CH3:20])[CH3:21])([CH3:22])[CH3:23].[CH:36]([OH:37])([CH3:38])[CH3:39].[Cl:24][c:25]1[c:26]([N+:33](=[O:34])[O-:35])[c:27]([NH2:32])[n:28][cH:29][c:30]1[Cl:31]>>[CH2:1]([CH2:2][c:3]1[cH:4][cH:5][cH:6][cH:7][cH:8]1)[N:9]1[CH2:10][CH2:11][N:12]([c:25]2[c:26]([N+:33](=[O:34])[O-:35])[c:27]([NH2:32])[n:28][cH:29][c:30]2[Cl:31])[CH2:13][CH2:14]1. The reactants are CCOC(=O)CBr, C1CCOC1, CS(=O)(=O)O, Cl, N#CC1CC(F)(F)C1, [Zn]. Yields the product CCOC(=O)CC(=O)C1CC(F)(F)C1. RXN SMILES: [Br:14][CH2:15][C:16](=[O:17])[O:18][CH2:19][CH3:20].[CH2:22]1[O:23][CH2:24][CH2:25][CH2:26]1.[CH3:1][S:2](=[O:3])([OH:4])=[O:5].[ClH:21].[F:6][C:7]1([F:13])[CH2:8][CH:9]([C:11]#[N:12])[CH2:10]1.[Zn:27]>>[O:3]=[C:11]([CH:9]1[CH2:8][C:7]([F:6])([F:13])[CH2:10]1)[CH2:15][C:16](=[O:17])[O:18][CH2:19][CH3:20].